From a dataset of the Open Reaction Database (ORD), a public repository of structured organic reaction records. describe an organic reaction: reactants, conditions, products, and yield Starting materials: CC(=O)OC(C)=O, Cc1cc(O)c(C)c2c1NCC2, O=CO. The product is Cc1cc(O)c(C)c2c1N(C=O)CC2. RXN SMILES: [CH3:1][C:2](=[O:3])[O:4][C:5](=[O:6])[CH3:7].[CH3:8][c:9]1[c:10]2[c:14]([c:15]([CH3:19])[cH:16][c:17]1[OH:18])[NH:13][CH2:12][CH2:11]2.[CH:20]([OH:21])=[O:22]>>[CH:2](=[O:3])[N:13]1[CH2:12][CH2:11][c:10]2[c:9]([CH3:8])[c:17]([OH:18])[cH:16][c:15]([CH3:19])[c:14]21. The reactants are FC1=C(C(=CC=2N(C=NC21)C)C(=O)OC)NC2=C(C=C(C=C2)I)F (Methyl 4-fluoro-5-(2-fluoro-4-iodophenylamino)-1-methyl-1H-benzo[d]imidazole-6-carboxylate), [Li+].[OH-] (LiOH). Solvent: C1CCOC1 (THF), CO (MeOH), O (H2O). Reaction conditions: time 2 hour. Yields the product FC1=C(C(=CC=2N(C=NC21)C)C(=O)O)NC2=C(C=C(C=C2)I)F (4-Fluoro-5-(2-fluoro-4-iodophenylamino)-1-methyl-1H-benzo[d]imidazole-6-carboxylic acid). As a reaction SMILES: [F:1][C:2]1[C:10]2[N:9]=[CH:8][N:7]([CH3:11])[C:6]=2[CH:5]=[C:4]([C:12]([O:14]C)=[O:13])[C:3]=1[NH:16][C:17]1[CH:22]=[CH:21][C:20]([I:23])=[CH:19][C:18]=1[F:24].[Li+].[OH-]>C1COCC1.CO.O>[F:1][C:2]1[C:10]2[N:9]=[CH:8][N:7]([CH3:11])[C:6]=2[CH:5]=[C:4]([C:12]([OH:14])=[O:13])[C:3]=1[NH:16][C:17]1[CH:22]=[CH:21][C:20]([I:23])=[CH:19][C:18]=1[F:24] |f:1.2|. Reported procedure: Methyl 4-fluoro-5-(2-fluoro-4-iodophenylamino)-1-methyl-1H-benzo[d]imidazole-6-carboxylate (2.15 g, 4.8 mmoles) is dissolved in a mixture of THF (30 ml), MeOH (10 ml) and H2O (5 ml) and LiOH (1.16 g, 4.8 mmoles) is added. The mixture is stirred at room temperature for 2 hours. Solvents are removed under reduced pressure and 1N HCl is added. The aqueous layer is extracted with chloroform. The organic layers are combined, washed with brine, dried (Na2SO4) and concentrated under reduced pressure to... RXN SMILES: [CH2:3]([CH3:4])[O:5][C:6](=[O:7])[c:8]1[c:9](-[c:17]2[cH:18][cH:19][c:20]([F:23])[cH:21][cH:22]2)[n:10][n:11]([C:13]([CH3:14])([CH3:15])[CH3:16])[cH:12]1.[CH3:24][C:25]#[N:26].[CH3:28][OH:29].[ClH:27].[Na+:2].[OH-:1]>>[O:5]=[C:6]([OH:7])[c:8]1[c:9](-[c:17]2[cH:18][cH:19][c:20]([F:23])[cH:21][cH:22]2)[n:10][n:11]([C:13]([CH3:14])([CH3:15])[CH3:16])[cH:12]1. Starting materials: CCOC(=O)c1cn(C(C)(C)C)nc1-c1ccc(F)cc1, CC#N, CO, Cl, [Na+], [OH-]. Yields the product CC(C)(C)n1cc(C(=O)O)c(-c2ccc(F)cc2)n1.